This data is from the Open Reaction Database (ORD), a public repository of structured organic reaction records. The task is: describe an organic reaction: reactants, conditions, products, and yield Starting materials: CC#N, [N-]=[N+]=Nc1ccc(C(=O)O)cc1, CN(C)C=O, On1nnc2ccccc21, NCCCc1ccccc1. Product: [N-]=[N+]=Nc1ccc(C(=O)NCCCc2ccccc2)cc1. As a reaction SMILES: [CH3:33][C:34]#[N:35].[N:1](=[N+:2]=[N-:3])[c:4]1[cH:5][cH:6][c:7]([C:8](=[O:9])[OH:10])[cH:11][cH:12]1.[O:36]=[CH:37][N:38]([CH3:39])[CH3:40].[OH:13][n:14]1[c:15]2[c:16]([cH:17][cH:18][cH:19][cH:20]2)[n:21][n:22]1.[c:23]1([CH2:29][CH2:30][CH2:31][NH2:32])[cH:24][cH:25][cH:26][cH:27][cH:28]1>>[N:1](=[N+:2]=[N-:3])[c:4]1[cH:5][cH:6][c:7]([C:8](=[O:10])[NH:32][CH2:31][CH2:30][CH2:29][c:23]2[cH:24][cH:25][cH:26][cH:27][cH:28]2)[cH:11][cH:12]1. Starting materials: OC1=CC=C(C=O)C=C1 (4-hydroxybenzaldehyde), C[C@@H](CCC)OS(=O)(=O)C1=CC=C(C=C1)C ((S)-1-methylbutyl-p-toluene sulfonate), C([O-])([O-])=O.[K+].[K+] (potassium carbonate). Solvent: CC(=O)C (acetone). The product is CC(CCC)OC1=CC=C(C=O)C=C1 (4-(1-methylbutyloxy)benzaldehyde). RXN SMILES: [OH:1][C:2]1[CH:9]=[CH:8][C:5]([CH:6]=[O:7])=[CH:4][CH:3]=1.[CH3:10][C@H:11](OS(C1C=CC(C)=CC=1)(=O)=O)[CH2:12][CH2:13][CH3:14].C(=O)([O-])[O-].[K+].[K+]>CC(C)=O>[CH3:10][CH:11]([O:1][C:2]1[CH:9]=[CH:8][C:5]([CH:6]=[O:7])=[CH:4][CH:3]=1)[CH2:12][CH2:13][CH3:14] |f:2.3.4|. Procedure: 40 g of 4-hydroxybenzaldehyde, 80 g of (S)-1-methylbutyl-p-toluene sulfonate and 46 g of potassium carbonate were refluxed in acetone for 12 hours, insoluble matters were removed from the reaction solution while the reaction solution was hot, and the solvent used was distilled out. The residue was purified by column chromatography to obtain 4-(1-methylbutyloxy)benzaldehyde (30). Reactants: BrC1=CC=2C3=C(C=NC2C=C1)N(C(N3C=3C(=NN(C3)C)C)=O)C (8-bromo-1-(1,3-dimethyl-1H-pyrazol-4-yl)-3-methyl-1,3-dihydro-imidazo[4,5-c]quinolin-2-one), BrC1=CC=2C3=C(C=NC2C=C1)N(C(N3C=3C(=NN(C3)C)C)=O)C (8-bromo-1-(1,3-dimethyl-1H-pyrazol-4-yl)-3-methyl-1,3-dihydro-imidazo[4,5-c]quinolin-2-one), C(C1=CC=CC=C1)OCCOC1=NC=C(C=C1)B1OC(C(O1)(C)C)(C)C (2-(2-benzyloxy-ethoxy)-5-(4,4,5,5-tetramethyl-[1,3,2]dioxaborolan-2-yl)-pyridine). Yields the product C(C1=CC=CC=C1)OCCOC1=CC=C(C=N1)C1=CC=2C3=C(C=NC2C=C1)N(C(N3C=3C(=NN(C3)C)C)=O)C (8-[6-(2-Benzyloxy-ethoxy)-pyridin-3-yl]-1-(1,3-dimethyl-1H-pyrazol-4-yl)-3-methyl-1,3-dihydro-imidazo[4,5-c]quinolin-2-one). Reaction SMILES: Br[C:2]1[CH:11]=[CH:10][C:9]2[N:8]=[CH:7][C:6]3[N:12]([CH3:23])[C:13](=[O:22])[N:14]([C:15]4[C:16]([CH3:21])=[N:17][N:18]([CH3:20])[CH:19]=4)[C:5]=3[C:4]=2[CH:3]=1.[CH2:24]([O:31][CH2:32][CH2:33][O:34][C:35]1[CH:40]=[CH:39][C:38](B2OC(C)(C)C(C)(C)O2)=[CH:37][N:36]=1)[C:25]1[CH:30]=[CH:29][CH:28]=[CH:27][CH:26]=1>>[CH2:24]([O:31][CH2:32][CH2:33][O:34][C:35]1[N:36]=[CH:37][C:38]([C:2]2[CH:11]=[CH:10][C:9]3[N:8]=[CH:7][C:6]4[N:12]([CH3:23])[C:13](=[O:22])[N:14]([C:15]5[C:16]([CH3:21])=[N:17][N:18]([CH3:20])[CH:19]=5)[C:5]=4[C:4]=3[CH:3]=2)=[CH:39][CH:40]=1)[C:25]1[CH:26]=[CH:27][CH:28]=[CH:29][CH:30]=1. Reported procedure: The title compound was synthesized in a similar manner as described for Example 1.1 using 8-bromo-1-(1,3-dimethyl-1H-pyrazol-4-yl)-3-methyl-1,3-dihydro-imidazo[4,5-c]quinolin-2-one (Intermediate A, 50 mg, 0.132 mmol) and 2-(2-benzyloxy-ethoxy)-5-(4,4,5,5-tetramethyl-[1,3,2]dioxaborolan-2-yl)-pyridine (Stage 19.1.1, 65 mg, 0.184 mmol) to give the title compound as a white solid. (HPLC: tR 3.12 min (Method A); M+H=521 MS-ES; 1H-NMR (d6-DMSO, 400 MHz) 8.95 (s, 1H), 8.33-8.24 (m, 1H), 8.16-8.05 (m, ... The reactants are C(C)(=O)OCC (ethyl acetate), IC (iodomethane), C([O-])([O-])=O.[Cs+].[Cs+] (cesium carbonate), OC1=C(C(=O)O)C=CC=C1OC(F)(F)F (2-hydroxy-(trifluoromethoxy)benzoic acid). The solvent is CN(C=O)C (dimethylformamide). Run at time 3 hour. Product: COC(C1=C(C=C(C=C1)OC(F)(F)F)OC)=O (2-methoxy-4-trifluoromethoxy-benzoic acid methyl ester). RXN SMILES: O[C:2]1[C:10]([O:11][C:12]([F:15])([F:14])[F:13])=[CH:9][CH:8]=[CH:7][C:3]=1C(O)=O.IC.[C:18](=O)([O-])[O-:19].[Cs+].[Cs+].[C:24]([O:27][CH2:28]C)(=[O:26])C>CN(C)C=O>[CH3:28][O:27][C:24](=[O:26])[C:7]1[CH:8]=[CH:9][C:10]([O:11][C:12]([F:13])([F:14])[F:15])=[CH:2][C:3]=1[O:19][CH3:18] |f:2.3.4|. Reported procedure: 1.0 g 2-hydroxy-(trifluoromethoxy)benzoic acid were dissolved in 30 ml dimethylformamide. 640 mg iodomethane and 4.70 g cesium carbonate were added and the reaction mixture was stirred at room temperature for three hours. The reaction mixture was diluted by addition of 100 ml ethyl acetate, washed with 30 ml water and brine and then dried over MgSO4. The solvent was removed in vacuo to obtain 590 mg 2-methoxy-4-trifluoromethoxy-benzoic acid methyl ester. The reactants are C1(CCO1)=O (beta-propiolactone), C1(CCCC1)C1(C(C2=C(C(=C(C=C2C1)O)Cl)Cl)=O)C (2-Cyclopentyl-2-methyl-5-hydroxy-6,7-dichloro-1-indanone), Cl (hydrochloric acid). Solvent: [OH-].[Na+] (sodium hydroxide), [OH-].[Na+] (sodium hydroxide). Yields the product O=C1C(CC2=CC(=C(C(=C12)Cl)Cl)OCCC(=O)O)(C)C1CCCC1 (3-(1-Oxo-2-cyclopentyl-2-methyl-6,7-dichloro-5-indanyloxy)propionic Acid). Reaction SMILES: [CH:1]1([C:6]2([CH3:19])[CH2:14][C:13]3[C:8](=[C:9]([Cl:17])[C:10]([Cl:16])=[C:11]([OH:15])[CH:12]=3)[C:7]2=[O:18])[CH2:5][CH2:4][CH2:3][CH2:2]1.[C:20]1(=[O:24])[O:23][CH2:22][CH2:21]1.Cl>[OH-].[Na+]>[O:18]=[C:7]1[C:8]2[C:13](=[CH:12][C:11]([O:15][CH2:22][CH2:21][C:20]([OH:24])=[O:23])=[C:10]([Cl:16])[C:9]=2[Cl:17])[CH2:14][C:6]1([CH:1]1[CH2:2][CH2:3][CH2:4][CH2:5]1)[CH3:19] |f:3.4|. Reported procedure: 2-Cyclopentyl-2-methyl-5-hydroxy-6,7-dichloro-1-indanone (15.5 g., 0.05 mole) is dissolved in a 10% sodium hydroxide solution (50 ml.). The solution is heated to reflux and beta-propiolactone (36.0 g., 0.5 mole) is added at such a rate as to keep the reaction mixture refluxing. The reaction mixture is kept basic by the addition of 10% sodium hydroxide. The reaction mixture is cooled and acidified with dilute hydrochloric acid. The product is extracted with ether and extracted from the ether solu... Yields the product C(C)(=O)OCC1=NC=CC(=C1)OC1=CC=CC=C1 (4-phenoxypyridine-2-methanol acetate). Reported procedure: All of the 4-phenoxypyridine-2-methanol-N-oxide was added to 45.0 g of acetic anhydride and the mixture was refluxed for 15 minutes to react them. After the reaction, acetic anhydride and the by-product of acetic acid were distilled off under a reduced pressure and the resulting crude product was distilled under a reduced pressure to obtain 40 g of the object compound (yield: 88%). As a reaction SMILES: [O:1]([C:8]1[CH:9]=[C:10]([CH2:15][OH:16])[N+:11]([O-])=[CH:12][CH:13]=1)[C:2]1[CH:7]=[CH:6][CH:5]=[CH:4][CH:3]=1.[C:17](OC(=O)C)(=[O:19])[CH3:18]>>[C:17]([O:16][CH2:15][C:10]1[CH:9]=[C:8]([O:1][C:2]2[CH:7]=[CH:6][CH:5]=[CH:4][CH:3]=2)[CH:13]=[CH:12][N:11]=1)(=[O:19])[CH3:18]. Yield: 88.0%. Starting materials: O(C1=CC=CC=C1)C=1C=C([N+](=CC1)[O-])CO (4-phenoxypyridine-2-methanol-N-oxide), C(C)(=O)OC(C)=O (acetic anhydride), C(C)(=O)OC(C)=O (acetic anhydride).